This data is from the Open Reaction Database (ORD), a public repository of structured organic reaction records. The task is: describe an organic reaction: reactants, conditions, products, and yield Starting materials: C(C)(=O)C=1C(=C(C=CC1)NC(=O)C=1C(=CC2=C(CC(O2)CCCC2=CC=CC=C2)C1)Cl)O (N-(3-acetyl-2-hydroxyphenyl)-6-chloro-2-(3-phenylpropyl)-2,3-dihydrobenzofuran-5-carboxamide), C(C(=O)OCC)(=O)OCC (diethyl oxalate). The product is ClC1=CC2=C(CC(O2)CCCC2=CC=CC=C2)C=C1C(=O)NC1=CC=CC=2C(C=C(OC21)C(=O)OCC)=O (Ethyl 8-[6-chloro-2-(3-phenylpropyl)-2,3-dihydrobenzofuran-5-carboxamido]-4-oxo-4H-1-benzopyran-2-carboxylate). The yield is 75.0%. RXN SMILES: [C:1]([C:4]1[C:5]([OH:32])=[C:6]([NH:10][C:11]([C:13]2[C:14]([Cl:31])=[CH:15][C:16]3[O:20][CH:19]([CH2:21][CH2:22][CH2:23][C:24]4[CH:29]=[CH:28][CH:27]=[CH:26][CH:25]=4)[CH2:18][C:17]=3[CH:30]=2)=[O:12])[CH:7]=[CH:8][CH:9]=1)(=[O:3])[CH3:2].[C:33](OCC)(=O)[C:34]([O:36][CH2:37][CH3:38])=[O:35]>>[Cl:31][C:14]1[C:13]([C:11]([NH:10][C:6]2[C:5]3[O:32][C:33]([C:34]([O:36][CH2:37][CH3:38])=[O:35])=[CH:2][C:1](=[O:3])[C:4]=3[CH:9]=[CH:8][CH:7]=2)=[O:12])=[CH:30][C:17]2[CH2:18][CH:19]([CH2:21][CH2:22][CH2:23][C:24]3[CH:25]=[CH:26][CH:27]=[CH:28][CH:29]=3)[O:20][C:16]=2[CH:15]=1. Procedure details: Following the process described in example 1 (point A), starting from N-(3-acetyl-2-hydroxyphenyl)-6-chloro-2-(3-phenylpropyl)-2,3-dihydrobenzofuran-5-carboxamide and diethyl oxalate, the title compound was prepared, which was purified by chromatography through a silica gel column, eluting with petroleum ether:chloroform, 4:6 (75% yield). Reactants: C([O-])([O-])=O.[K+].[K+] (potassium carbonate), BrC=1SC=CN1 (2-bromothiazole), C(C)(C)(C)OC(NC1CCNCC1)=O (piperidin-4-yl-carbamic acid-tert-butyl ester). The solvent is CN(C)C=O (DMF). Run at temperature 120 celsius. Product: C(C)(C)(C)OC(NC1CCN(CC1)C=1SC=CN1)=O ((1-thiazol-2-yl-piperidin-4-yl)-carbamic acid-tert-butyl ester). Isolated yield 26.7%. Reaction SMILES: C(=O)([O-])[O-].[K+].[K+].Br[C:8]1[S:9][CH:10]=[CH:11][N:12]=1.[C:13]([O:17][C:18](=[O:26])[NH:19][CH:20]1[CH2:25][CH2:24][NH:23][CH2:22][CH2:21]1)([CH3:16])([CH3:15])[CH3:14]>CN(C=O)C>[C:13]([O:17][C:18](=[O:26])[NH:19][CH:20]1[CH2:25][CH2:24][N:23]([C:8]2[S:9][CH:10]=[CH:11][N:12]=2)[CH2:22][CH2:21]1)([CH3:16])([CH3:14])[CH3:15] |f:0.1.2|. Procedure details: 6.91 g (75.0 mmol) potassium carbonate was added to a solution of 1.35 ml (15.0 mmol) 2-bromothiazole and 3.00 g (15.0 mmol) piperidin-4-yl-carbamic acid-tert-butyl ester in DMF (50 ml) and heated to 120° C. for 8 h. Subsequently, the solvent was removed in vacuo and the residue taken up by chloroform. This solution was washed with water and brine in turn, dried over MgSO4, filtered and concentrated in vacuo. Column chromatography (SiO2, chloroform) was carried out on the residue, yielding 1.14 ... Reactants: CCOC(=O)N1c2ccc(C(F)(F)F)cc2C(NC(=O)OCc2ccccc2)CC1CC, C1=CCCCC1, CCO. The product is CCOC(=O)N1c2ccc(C(F)(F)F)cc2C(N)CC1CC. Reaction SMILES: [CH2:1]([CH3:2])[O:3][C:4](=[O:5])[N:6]1[CH:7]([CH2:31][CH3:32])[CH2:8][CH:9]([NH:20][C:21]([O:22][CH2:23][c:24]2[cH:25][cH:26][cH:27][cH:28][cH:29]2)=[O:30])[c:10]2[cH:11][c:12]([C:16]([F:17])([F:18])[F:19])[cH:13][cH:14][c:15]21.[CH2:33]1[CH2:34][CH:35]=[CH:36][CH2:37][CH2:38]1.[CH3:39][CH2:40][OH:41]>>[CH2:1]([CH3:2])[O:3][C:4](=[O:5])[N:6]1[CH:7]([CH2:31][CH3:32])[CH2:8][CH:9]([NH2:20])[c:10]2[cH:11][c:12]([C:16]([F:17])([F:18])[F:19])[cH:13][cH:14][c:15]21. Starting materials: O=C([O-])[O-], CC(C)CN1CCNCC1, ClC(Cl)Cl, [K+], [K+], O=S(=O)(Cl)c1cccc2cnccc12. Yields the product CC(C)CN1CCN(S(=O)(=O)c2cccc3cnccc23)CC1. RXN SMILES: [C:11](=[O:12])([O-:13])[O-:14].[CH2:1]([CH:2]([CH3:3])[CH3:4])[N:5]1[CH2:6][CH2:7][NH:8][CH2:9][CH2:10]1.[CH:31]([Cl:32])([Cl:33])[Cl:34].[K+:15].[K+:16].[cH:17]1[n:18][cH:19][cH:20][c:21]2[c:22]([S:27](=[O:28])(=[O:29])[Cl:30])[cH:23][cH:24][cH:25][c:26]12>>[CH2:1]([CH:2]([CH3:3])[CH3:4])[N:5]1[CH2:6][CH2:7][N:8]([S:27]([c:22]2[c:21]3[cH:20][cH:19][n:18][cH:17][c:26]3[cH:25][cH:24][cH:23]2)(=[O:28])=[O:29])[CH2:9][CH2:10]1.